Dataset: the Open Reaction Database (ORD), a public repository of structured organic reaction records. Task: describe an organic reaction: reactants, conditions, products, and yield Starting materials: O=C([O-])[O-], CN(C)C=O, Cc1oc(-c2ccccc2)nc1CCl, [K+], [K+], O, COC(=O)CCc1oc(Sc2ccc(O)cc2)nc1-c1ccccc1. Yields the product COC(=O)CCc1oc(Sc2ccc(OCc3nc(-c4ccccc4)oc3C)cc2)nc1-c1ccccc1. Reaction SMILES: [C:40](=[O:41])([O-:42])[O-:43].[CH3:46][N:47]([CH3:48])[CH:49]=[O:50].[Cl:26][CH2:27][c:28]1[n:29][c:30](-[c:34]2[cH:35][cH:36][cH:37][cH:38][cH:39]2)[o:31][c:32]1[CH3:33].[K+:44].[K+:45].[OH2:51].[OH:1][c:2]1[cH:3][cH:4][c:5]([S:8][c:9]2[o:10][c:11]([CH2:20][CH2:21][C:22](=[O:23])[O:24][CH3:25])[c:12](-[c:14]3[cH:15][cH:16][cH:17][cH:18][cH:19]3)[n:13]2)[cH:6][cH:7]1>>[O:1]([c:2]1[cH:3][cH:4][c:5]([S:8][c:9]2[o:10][c:11]([CH2:20][CH2:21][C:22](=[O:23])[O:24][CH3:25])[c:12](-[c:14]3[cH:15][cH:16][cH:17][cH:18][cH:19]3)[n:13]2)[cH:6][cH:7]1)[CH2:27][c:28]1[n:29][c:30](-[c:34]2[cH:35][cH:36][cH:37][cH:38][cH:39]2)[o:31][c:32]1[CH3:33].